Dataset: the Open Reaction Database (ORD), a public repository of structured organic reaction records. Task: describe an organic reaction: reactants, conditions, products, and yield Reactants: COC1=C(N)C=CC=C1 (2-methoxyaniline), C(C)OC1=CC=C(N)C=C1 (4-ethoxyaniline), BrC(C(=O)OCC1=CC(=CC=C1)OC1=CC=CC=C1)C(C)C (m-phenoxybenzyl α-bromoisovalerate). Yields the product m-phenoxybenzyl ester, COC1=C(C=CC=C1)N[C@@H](C(C)C)C(=O)O (N-(2-methoxyphenyl)valine). RXN SMILES: [CH3:1][O:2][C:3]1[CH:9]=[CH:8][CH:7]=[CH:6][C:4]=1[NH2:5].C(OC1C=CC(N)=CC=1)C.Br[CH:21]([CH:39]([CH3:41])[CH3:40])[C:22]([O:24]CC1C=CC=C(OC2C=CC=CC=2)C=1)=[O:23]>>[CH3:1][O:2][C:3]1[CH:9]=[CH:8][CH:7]=[CH:6][C:4]=1[NH:5][C@H:21]([C:22]([OH:24])=[O:23])[CH:39]([CH3:41])[CH3:40]. Reported procedure: Using the procedure of Example 1, each of 2-methoxyaniline and 4-ethoxyaniline is reacted with m-phenoxybenzyl α-bromoisovalerate to yield the m-phenoxybenzyl ester of N-(2-methoxyphenyl)valine, MS m/e 405.2 (M+), and the m-phenoxybenzyl ester of N-(4-ethoxyphenyl)valine, MS m/e 419.1 (M+). Reactants: FC1=C(C=CC=C1F)C(CCCCCC)O (1-(2,3-Difluorophenyl)heptan-1-ol), O=P12OP3(=O)OP(=O)(O1)OP(=O)(O2)O3 (phosphorus pentoxide). The reagents and catalysts are [Pd] (palladium-on-charcoal). Yields the product FC1=C(C=CC=C1F)CCCCCCC (2,3-Difluoro-1-heptylbenzene). As a reaction SMILES: [F:1][C:2]1[C:7]([F:8])=[CH:6][CH:5]=[CH:4][C:3]=1[CH:9](O)[CH2:10][CH2:11][CH2:12][CH2:13][CH2:14][CH3:15].O=P12OP3(OP(OP(O3)(O1)=O)(=O)O2)=O>[Pd]>[F:1][C:2]1[C:7]([F:8])=[CH:6][CH:5]=[CH:4][C:3]=1[CH2:9][CH2:10][CH2:11][CH2:12][CH2:13][CH2:14][CH3:15]. Reported procedure: Quantities: compound from Example 18 (93.2 g, 0.41 mol), phosphorus pentoxide (174 g, 1.2 mol) and 5% palladium-on-charcoal (4.6 g). The experimental procedure was as described in Example 22. Reactants: CSc1nc2c(c(Nc3ccc(C(F)(F)F)cc3)n1)CCN(Cc1ccccc1)C2, CCN(C(C)C)C(C)C, CC(Cl)OC(=O)Cl, ClCCCl. Yields the product CSc1nc2c(c(Nc3ccc(C(F)(F)F)cc3)n1)CCNC2. RXN SMILES: [CH2:8]([c:9]1[cH:10][cH:11][cH:12][cH:13][cH:14]1)[N:15]1[CH2:16][c:17]2[n:18][c:19]([S:36][CH3:37])[n:20][c:21]([NH:25][c:26]3[cH:27][cH:28][c:29]([C:32]([F:33])([F:34])[F:35])[cH:30][cH:31]3)[c:22]2[CH2:23][CH2:24]1.[CH:38]([N:39]([CH:40]([CH3:41])[CH3:42])[CH2:43][CH3:44])([CH3:45])[CH3:46].[Cl:1][C:2]([O:3][CH:4]([Cl:5])[CH3:6])=[O:7].[Cl:47][CH2:48][CH2:49][Cl:50]>>[NH:15]1[CH2:16][c:17]2[n:18][c:19]([S:36][CH3:37])[n:20][c:21]([NH:25][c:26]3[cH:27][cH:28][c:29]([C:32]([F:33])([F:34])[F:35])[cH:30][cH:31]3)[c:22]2[CH2:23][CH2:24]1. The reactants are S1C2=C(C=C1)C=CC=C2 (benzo[b]thiophene), C1=CC=CC=C1 (benzene), C=NC(C)C (methylideneisopropylamine), [OH-].[Na+] (sodium hydroxide). Run in C(C)(=O)O (acetic acid), O (water). Conditions: time 2 day. Yields the product S1C2=C(C(=C1)CNC(C)C)C=CC=C2 ((benzo[b]thiophen-3-ylmethyl)isopropylamine). Isolated yield 59.9%. As a reaction SMILES: [S:1]1[CH:5]=[CH:4][C:3]2[CH:6]=[CH:7][CH:8]=[CH:9][C:2]1=2.C1C=CC=CC=1.[CH2:16]=[N:17][CH:18]([CH3:20])[CH3:19].[OH-].[Na+]>C(O)(=O)C.O>[S:1]1[CH:5]=[C:4]([CH2:16][NH:17][CH:18]([CH3:20])[CH3:19])[C:3]2[CH:6]=[CH:7][CH:8]=[CH:9][C:2]1=2 |f:3.4|. Reported procedure: In 150 ml of glacial acetic acid was dissolved 33.6 g of benzo[b]thiophene, and 50 ml of a benzene solution of 19.6 g of methylideneisopropylamine was added dropwise to the solution under ice-cooling. After allowing the temperature to rise to room temperature and stirring the mixture for 2 days, the reaction mixture was poured in 500 ml of water and washed thrice with 100 ml of ether. The aqueous layer thus formed was adjusted to pH 10.0 with an aqueous 5N sodium hydroxide solution and extracted... Reactants: [BH4-].[Na+] (Sodium borohydride), 230, iminium, BrC=1C=CC(=NC1OC)C=O (5-Bromo-6-methoxypicolinaldehyde), 78, NC (NH2CH3). The solvent is C1CCOC1 (THF). Run at time 45 minute. Product: BrC=1C=CC(=NC1OC)CNC ((5-Bromo-6-methoxypyridin-2-yl)-N-methylmethanamine). As a reaction SMILES: [Br:1][C:2]1[CH:3]=[CH:4][C:5]([CH:10]=O)=[N:6][C:7]=1[O:8][CH3:9].[NH2:12][CH3:13].[BH4-].[Na+]>C1COCC1>[Br:1][C:2]1[CH:3]=[CH:4][C:5]([CH2:10][NH:12][CH3:13])=[N:6][C:7]=1[O:8][CH3:9] |f:2.3|. Procedure details: 5-Bromo-6-methoxypicolinaldehyde of preparation 78 (69 mg, 0.32 mmol) in a solution of NH2CH3 in THF (2M, 3 mL) was stirred under nitrogen at room temperature for 45 mins, and LCMS showed a mass of 230 which indicated the presence of the iminium ion. Sodium borohydride (36.2 mg, 0.957 mmol) was added, and the reaction was stirred at room temperature overnight. The desired product was detected by LCMS, and the reaction was quenched with MeOH (0.5 mL) and water (10 ml), then partitioned with EtOAc... Reactants: N1C=CC2=CC=CC=C12 (indole), BrC1=CC=CC=C1 (bromobenzene), C([O-])([O-])=O.[K+].[K+] (potassium carbonate), CuO, CN(C)C=O (DMF). The solvent is O (H2O). Yields the product C1(=CC=CC=C1)N1C=CC2=CC=CC=C12 (1-phenylindole). Yield: 20.2%. Reaction SMILES: [NH:1]1[C:9]2[C:4](=[CH:5][CH:6]=[CH:7][CH:8]=2)[CH:3]=[CH:2]1.Br[C:11]1[CH:16]=[CH:15][CH:14]=[CH:13][CH:12]=1.C(=O)([O-])[O-].[K+].[K+].CN(C=O)C>O>[C:11]1([N:1]2[C:9]3[C:4](=[CH:5][CH:6]=[CH:7][CH:8]=3)[CH:3]=[CH:2]2)[CH:16]=[CH:15][CH:14]=[CH:13][CH:12]=1 |f:2.3.4|. Reported procedure: A mixture of 17.57 g (0.15 mole) of indole, 23.55 g (0.15 mole) of bromobenzene, 21 g of anhydrous potassium carbonate, 0.75 g of CuO, and 30 mL of DMF was stirred and heated under reflux for 43 hours. The cooled mixture was diluted with 200 mL of H2O and extracted with 150 mL of ether. The extract was washed with H2O (2×50 mL) and 50 mL of brine and dried over MgSO4. The oil was chromatographed on the solvent left 35.7 g of brown oil. The oil was chromatographed on a 1100 g column of silica gel... Starting materials: product, C(C)(C)(C1=CC=CC=C1)OOC(C)(C)C1=CC=CC=C1 (dicumyl peroxide), C(C)(C)(C1=CC=CC=C1)O (cumyl alcohol), meta/para mixture, C(C)(C)C1=C(C=CC=C1)C(C)C (diisopropylbenzene), para diisopropylbenzene di-alcohol, [O-]O.C1(=CC=CC=C1)C(C)C (cumene hydroperoxide), C1(=CC=C(C=C1)S(=O)(=O)O)C (para-toluensulfonic acid). Product: C(C)(C)(C1=CC=CC=C1)OOC1=C(C(=C(C=C1)C(C)C)C(C)C)OOC(C)(C)C1=CC=CC=C1 (di(cumylperoxy)diisopropylbenzene). The yield is 35.0%. RXN SMILES: [CH:1]([C:4]1[CH:9]=[CH:8][CH:7]=[CH:6][C:5]=1[CH:10]([CH3:12])[CH3:11])([CH3:3])[CH3:2].[O-:13][OH:14].[C:15]1([CH:21]([CH3:23])[CH3:22])[CH:20]=[CH:19][CH:18]=[CH:17][CH:16]=1.C(O)(C1C=CC=CC=1)(C)C.C1(C)C=CC(S(O)(=O)=O)=CC=1.[C:45]([O:54][O:55]C(C1C=CC=CC=1)(C)C)([C:48]1[CH:53]=[CH:52][CH:51]=[CH:50][CH:49]=1)([CH3:47])[CH3:46]>>[C:21]([O:13][O:14][C:7]1[CH:8]=[CH:9][C:4]([CH:1]([CH3:3])[CH3:2])=[C:5]([CH:10]([CH3:12])[CH3:11])[C:6]=1[O:55][O:54][C:45]([C:48]1[CH:53]=[CH:52][CH:51]=[CH:50][CH:49]=1)([CH3:47])[CH3:46])([C:15]1[CH:20]=[CH:19][CH:18]=[CH:17][CH:16]=1)([CH3:23])[CH3:22] |f:1.2|. Procedure details: 250 g of a mixture containing 57% by weight of cumene hydroperoxide, 30% by weight of cumyl alcohol and 10% by weight of cumene, obtained by partial reduction of commercial cumene hydroperoxide (78.5% by weight) were loaded into a round-bottom flask provided with stirrer; thereafter 37 g of a meta/para mixture (65% meta+35% para) of diisopropylbenzene dialcohol were introduced. On the whole 0.94 mol of cumene hydroperoxide, 0.55 mol of cumyl alcohol and 0.19 mol of meta/para diisopropylbenzene d...